From a dataset of the Open Reaction Database (ORD), a public repository of structured organic reaction records. describe an organic reaction: reactants, conditions, products, and yield Reactants: CC1=NC=2C=CC3=C(C2C(N1)=O)C=CC=C3S(=O)(=O)NC3=CC=C(C(=O)N[C@@H](CCC(=O)OCC)C(=O)OCC)C=C3 (diethyl N-(4-((1,2-dihydro-3-methyl-1-oxobenzo[f]quinazolin-7-yl)sulfonamido)benzoyl)-L-glutamate), C(C)(=O)O (acetic acid). The solvent is [OH-].[Na+] (NaOH). Yields the product CC1=NC=2C=CC3=C(C2C(N1)=O)C=CC=C3S(=O)(=O)NC3=CC=C(C(=O)N[C@@H](CCC(=O)O)C(=O)O)C=C3 (N-(4-((1,2-dihydro-3-methyl-1-oxobenzo[f]-quinazolin-7-yl)sulfonamido)benzoyl)-L-glutamic acid). RXN SMILES: [CH3:1][C:2]1[NH:11][C:10](=[O:12])[C:9]2[C:8]3[CH:13]=[CH:14][CH:15]=[C:16]([S:17]([NH:20][C:21]4[CH:42]=[CH:41][C:24]([C:25]([NH:27][C@H:28]([C:36]([O:38]CC)=[O:37])[CH2:29][CH2:30][C:31]([O:33]CC)=[O:32])=[O:26])=[CH:23][CH:22]=4)(=[O:19])=[O:18])[C:7]=3[CH:6]=[CH:5][C:4]=2[N:3]=1.C(O)(=O)C>[OH-].[Na+]>[CH3:1][C:2]1[NH:11][C:10](=[O:12])[C:9]2[C:8]3[CH:13]=[CH:14][CH:15]=[C:16]([S:17]([NH:20][C:21]4[CH:42]=[CH:41][C:24]([C:25]([NH:27][C@H:28]([C:36]([OH:38])=[O:37])[CH2:29][CH2:30][C:31]([OH:33])=[O:32])=[O:26])=[CH:23][CH:22]=4)(=[O:19])=[O:18])[C:7]=3[CH:6]=[CH:5][C:4]=2[N:3]=1 |f:2.3|. Reported procedure: A solution of diethyl N-(4-((1,2-dihydro-3-methyl-1-oxobenzo[f]quinazolin-7-yl)sulfonamido)benzoyl)-L-glutamate (0.16 g, 0.3 mmoles) in 0.1 N NaOH (10 ml) was stirred at room temperature under a nitrogen atmosphere for 48 hrs, after which time the solution was acidified (pH 3.5) with acetic acid. The precipitate was collected, washed with water and dried to give N-(4-((1,2-dihydro-3-methyl-1-oxobenzo[f]-quinazolin-7-yl)sulfonamido)benzoyl)-L-glutamic acid as an off-white solid. (0.12 g, 86%) 1H ... Starting materials: C(C1=CC=CC=C1)N([C@H](C(=O)N(C)OC)CC1=CC=C(C=C1)C(F)(F)F)CC1=CC=CC=C1 ((S)-2-(dibenzylamino)-N-methoxy-N-methyl-3-(4-(trifluoromethyl)phenyl)propanamide), ammonium chloride ice, C[Mg]Br (Methylmagnesium bromide), C[Mg]Br (methylmagnesium bromide), CCOCC (ether). The solvent is C1CCOC1 (THF). Run at temperature 0 celsius, time 2 hour. Product: C(C1=CC=CC=C1)N([C@H](C(C)=O)CC1=CC=C(C=C1)C(F)(F)F)CC1=CC=CC=C1 ((S)-3-(dibenzylamino)-4-(4-(trifluoromethyl)phenyl)butan-2-one). Yield: 85.5%. RXN SMILES: [CH2:1]([N:8]([CH2:27][C:28]1[CH:33]=[CH:32][CH:31]=[CH:30][CH:29]=1)[C@@H:9]([CH2:16][C:17]1[CH:22]=[CH:21][C:20]([C:23]([F:26])([F:25])[F:24])=[CH:19][CH:18]=1)[C:10](N(OC)C)=[O:11])[C:2]1[CH:7]=[CH:6][CH:5]=[CH:4][CH:3]=1.[CH3:34][Mg]Br.CCOCC>C1COCC1>[CH2:27]([N:8]([CH2:1][C:2]1[CH:7]=[CH:6][CH:5]=[CH:4][CH:3]=1)[C@@H:9]([CH2:16][C:17]1[CH:18]=[CH:19][C:20]([C:23]([F:26])([F:25])[F:24])=[CH:21][CH:22]=1)[C:10](=[O:11])[CH3:34])[C:28]1[CH:33]=[CH:32][CH:31]=[CH:30][CH:29]=1. Procedure details: To a 250 mL round bottom flask containing (S)-2-(dibenzylamino)-N-methoxy-N-methyl-3-(4-(trifluoromethyl)phenyl)propanamide (10.49 g, 23.0 mmol) was added THF (200 mL), and the flask was cooled to 0° C. Methylmagnesium bromide (3.16 M in ether, 12.7 mL, 40.2 mmol) was added dropwise over 10 minutes. After 2 hours, additional methylmagnesium bromide, 3.16 in ether (12.7 mL, 40.2 mmol) was added dropwise over 10 minutes. After 1 hour, the mixture was poured into ammonium chloride-ice (200 mL), was...